This data is from the Open Reaction Database (ORD), a public repository of structured organic reaction records. The task is: describe an organic reaction: reactants, conditions, products, and yield The reactants are CC(C)(C)[Si](Cl)(c1ccccc1)c1ccccc1, CCOC(C)=O, Cl, COc1cc(CO)ccc1F, c1c[nH]cn1. Product: COc1cc(CO[Si](c2ccccc2)(c2ccccc2)C(C)(C)C)ccc1F. Reaction SMILES: [C:12]([CH3:13])([CH3:14])([CH3:15])[Si:16]([c:17]1[cH:18][cH:19][cH:20][cH:21][cH:22]1)([c:23]1[cH:24][cH:25][cH:26][cH:27][cH:28]1)[Cl:29].[CH3:31][CH2:32][O:33][C:34](=[O:35])[CH3:36].[ClH:30].[F:1][c:2]1[c:3]([O:10][CH3:11])[cH:4][c:5]([CH2:8][OH:9])[cH:6][cH:7]1.[nH:37]1[cH:38][cH:39][n:40][cH:41]1>>[F:1][c:2]1[c:3]([O:10][CH3:11])[cH:4][c:5]([CH2:8][O:9][Si:16]([C:12]([CH3:13])([CH3:14])[CH3:15])([c:17]2[cH:18][cH:19][cH:20][cH:21][cH:22]2)[c:23]2[cH:24][cH:25][cH:26][cH:27][cH:28]2)[cH:6][cH:7]1. Reactants: BrC=1N=C(C=2N(C1)C=CN2)NC2=NNC(=C2)C ((6-Bromo-imidazo[1,2-a]pyrazin-8-yl)-(5-methyl-1H-pyrazol-3-yl)-amine), SC1=CC=C(C=C1)NC(=O)C1CC1 (N-(4-mercaptophenyl)cyclopropane carboxamide), C([O-])([O-])=O.[K+].[K+] (potassium carbonate). The solvent is CN(C)C=O (DMF). Product: CC1=CC(=NN1)NC=1C=2N(C=C(N1)SC1=CC=C(C=C1)NC(=O)C1CC1)C=CN2 (N-(4-(8-(5-Methyl-1H-pyrazol-3-ylamino)imidazo[1,2-a]pyrazin-6-ylthio)phenyl)cyclopropane carboxamide), Example 8. RXN SMILES: Br[C:2]1[N:3]=[C:4]([NH:11][C:12]2[CH:16]=[C:15]([CH3:17])[NH:14][N:13]=2)[C:5]2[N:6]([CH:8]=[CH:9][N:10]=2)[CH:7]=1.[SH:18][C:19]1[CH:24]=[CH:23][C:22]([NH:25][C:26]([CH:28]2[CH2:30][CH2:29]2)=[O:27])=[CH:21][CH:20]=1.C(=O)([O-])[O-].[K+].[K+]>CN(C=O)C>[CH3:17][C:15]1[NH:14][N:13]=[C:12]([NH:11][C:4]2[C:5]3[N:6]([CH:8]=[CH:9][N:10]=3)[CH:7]=[C:2]([S:18][C:19]3[CH:20]=[CH:21][C:22]([NH:25][C:26]([CH:28]4[CH2:29][CH2:30]4)=[O:27])=[CH:23][CH:24]=3)[N:3]=2)[CH:16]=1 |f:2.3.4|. Procedure: (6-Bromo-imidazo[1,2-a]pyrazin-8-yl)-(5-methyl-1H-pyrazol-3-yl)-amine (21 mg, 0.072 mmol), N-(4-mercaptophenyl)cyclopropane carboxamide (28 mg, 0.145 mmol) and potassium carbonate (20 mg) were mixed in DMF (1 ml). This mixture was reacted in a microwave reactor at 170° C. for 15 minutes. DMF was removed in vacuo and the residue was purified by HPLC to afford the title compound Example 8 as an off-white solid. (11.9 mg). 1H NMR (400 MHz, DMSO) δ 10.39 (s, 1H) 7.99 (d, J=0.8 Hz, 1H) 7.96 (s, 1H) 7... The reactants are COC(C)(C)C, C[Si](C)(C)C#N, [O-][Cl+3]([O-])([O-])[O-], O=Cc1ccc(C2=NOC(c3cc(Cl)cc(Cl)c3)(C(F)(F)F)C2)cc1, [Li+], NCc1ccccn1, C1CCOC1. Product: N#CC(NCc1ccccn1)c1ccc(C2=NOC(c3cc(Cl)cc(Cl)c3)(C(F)(F)F)C2)cc1. RXN SMILES: [C:51]([O:52][CH3:53])([CH3:54])([CH3:55])[CH3:56].[CH3:34][Si:35]([CH3:36])([CH3:37])[C:38]#[N:39].[Cl+3:40]([O-:41])([O-:42])([O-:43])[O-:44].[Cl:1][c:2]1[cH:3][c:4]([C:9]2([C:22]([F:23])([F:24])[F:25])[CH2:10][C:11]([c:14]3[cH:15][cH:16][c:17]([CH:18]=[O:19])[cH:20][cH:21]3)=[N:12][O:13]2)[cH:5][c:6]([Cl:8])[cH:7]1.[Li+:45].[NH2:26][CH2:27][c:28]1[n:29][cH:30][cH:31][cH:32][cH:33]1.[O:46]1[CH2:47][CH2:48][CH2:49][CH2:50]1>>[Cl:1][c:2]1[cH:3][c:4]([C:9]2([C:22]([F:23])([F:24])[F:25])[CH2:10][C:11]([c:14]3[cH:15][cH:16][c:17]([CH:18]([NH:26][CH2:27][c:28]4[n:29][cH:30][cH:31][cH:32][cH:33]4)[C:38]#[N:39])[cH:20][cH:21]3)=[N:12][O:13]2)[cH:5][c:6]([Cl:8])[cH:7]1. Starting materials: COC(=O)CCCCCCCCN(C(=O)c1ccc(Cl)cc1)c1ccc(OC)cc1, CO, [Na+], [OH-]. Product: COc1ccc(N(CCCCCCCCC(=O)O)C(=O)c2ccc(Cl)cc2)cc1. Reaction SMILES: [CH3:1][O:2][C:3]([CH2:4][CH2:5][CH2:6][CH2:7][CH2:8][CH2:9][CH2:10][CH2:11][N:12]([C:13]([c:14]1[cH:15][cH:16][c:17]([Cl:20])[cH:18][cH:19]1)=[O:21])[c:22]1[cH:23][cH:24][c:25]([O:28][CH3:29])[cH:26][cH:27]1)=[O:30].[CH3:33][OH:34].[Na+:32].[OH-:31]>>[O:2]=[C:3]([CH2:4][CH2:5][CH2:6][CH2:7][CH2:8][CH2:9][CH2:10][CH2:11][N:12]([C:13]([c:14]1[cH:15][cH:16][c:17]([Cl:20])[cH:18][cH:19]1)=[O:21])[c:22]1[cH:23][cH:24][c:25]([O:28][CH3:29])[cH:26][cH:27]1)[OH:30]. Reactants: C(C1=CC=CC=C1)N1CC(C(CC1)NC(=O)OCC)(C)C (1-benzyl-4-carbethoxyamino-3,3-dimethylpiperidine). Reagents/catalysts: [OH-].[OH-].[Pd+2] (Pd(OH)2 on carbon). Run in CO (methanol), [H][H] (hydrogen). Product: C(=O)(OCC)NC1C(CNCC1)(C)C (4-carbethoxyamino-3,3-dimethylpiperidine). Reaction SMILES: C([N:8]1[CH2:13][CH2:12][CH:11]([NH:14][C:15]([O:17][CH2:18][CH3:19])=[O:16])[C:10]([CH3:21])([CH3:20])[CH2:9]1)C1C=CC=CC=1>CO.[H][H].[OH-].[OH-].[Pd+2]>[C:15]([NH:14][CH:11]1[CH2:12][CH2:13][NH:8][CH2:9][C:10]1([CH3:20])[CH3:21])([O:17][CH2:18][CH3:19])=[O:16] |f:3.4.5|. Procedure: A mixture of 20% Pd(OH)2 on carbon (0.3 g) and 1-benzyl-4-carbethoxyamino-3,3-dimethylpiperidine (1.3 g, 4.48 mmol) in methanol (15 ml) was stirred in hydrogen atmosphere (1 atm.) at 30° C. for 3 hr. The catalyst was filtered off, washed with methanol and filtrate was concentrated to dryness to afford 4-carbethoxyamino-3,3-dimethylpiperidine. Yield 0.8 g (90%), C10H20N2O2, m/z 201 (M+1).